Task: describe an organic reaction: reactants, conditions, products, and yield. Dataset: the Open Reaction Database (ORD), a public repository of structured organic reaction records The solvent is CN(C)C=O (DMF). The yield is 92.0%. Reported procedure: To a homogenous mixture of 4-(4-(4-bromo-2,6-dimethylphenoxy)-6-methyl-5-nitropyrimidin-2-ylamino)benzonitrile (22.71 g, 50 mmol) in DMF (300 ml) was added tert-butoxybis(dimethylamino) methane (12.39 ml, 60 mmol) over 15 minutes. The mixture was stirred at room temperature overnight. DMF was partially removed. The residue was washed with water and extracted with ethyl acetate (×3). The organic layers were combined, washed with brine, dried (MgSO4) and concentrated to dryness yielding to the des... As a reaction SMILES: [Br:1][C:2]1[CH:27]=[C:26]([CH3:28])[C:5]([O:6][C:7]2[C:12]([N+:13]([O-:15])=[O:14])=[C:11]([CH3:16])[N:10]=[C:9]([NH:17][C:18]3[CH:25]=[CH:24][C:21]([C:22]#[N:23])=[CH:20][CH:19]=3)[N:8]=2)=[C:4]([CH3:29])[CH:3]=1.C(O[CH:35](N(C)C)[N:36]([CH3:38])[CH3:37])(C)(C)C>CN(C=O)C>[Br:1][C:2]1[CH:27]=[C:26]([CH3:28])[C:5]([O:6][C:7]2[C:12]([N+:13]([O-:15])=[O:14])=[C:11](/[CH:16]=[CH:35]/[N:36]([CH3:38])[CH3:37])[N:10]=[C:9]([NH:17][C:18]3[CH:25]=[CH:24][C:21]([C:22]#[N:23])=[CH:20][CH:19]=3)[N:8]=2)=[C:4]([CH3:29])[CH:3]=1. Reaction conditions: time 8 hour. The reactants are BrC1=CC(=C(OC2=NC(=NC(=C2[N+](=O)[O-])C)NC2=CC=C(C#N)C=C2)C(=C1)C)C (4-(4-(4-bromo-2,6-dimethylphenoxy)-6-methyl-5-nitropyrimidin-2-ylamino)benzonitrile), C(C)(C)(C)OC(N(C)C)N(C)C (tert-butoxybis(dimethylamino) methane). Product: BrC1=CC(=C(OC2=NC(=NC(=C2[N+](=O)[O-])\C=C\N(C)C)NC2=CC=C(C#N)C=C2)C(=C1)C)C ((E)-4-(4-(4-bromo-2,6-dimethylphenoxy)-6-(2-(dimethylamino)vinyl)-5-nitropyrimidin-2-ylamino)benzonitrile). The reactants are CCn1c2c(c(=O)c3cc(C(C)C)ccc31)C(O)(c1ccccc1)c1ccccc1-2, C[Si](C)(C)Cl, CC#N, ClCCCl, [I-], [Na+], [Na+], [Na+], O=S([O-])[O-]. Yields the product CCn1c2c(c(=O)c3cc(C(C)C)ccc31)C(c1ccccc1)c1ccccc1-2. As a reaction SMILES: [CH2:11]([CH3:12])[n:13]1[c:14]2[c:15]([c:16](=[O:26])[c:17]3[cH:18][c:19]([CH:23]([CH3:24])[CH3:25])[cH:20][cH:21][c:22]13)[C:27]([c:34]1[cH:35][cH:36][cH:37][cH:38][cH:39]1)([OH:40])[c:28]1[cH:29][cH:30][cH:31][cH:32][c:33]1-2.[CH3:1][Si:2]([Cl:3])([CH3:4])[CH3:5].[CH3:8][C:9]#[N:10].[Cl:47][CH2:48][CH2:49][Cl:50].[I-:7].[Na+:45].[Na+:46].[Na+:6].[S:41]([O-:42])([O-:43])=[O:44]>>[CH2:11]([CH3:12])[n:13]1[c:14]2[c:15]([c:16](=[O:26])[c:17]3[cH:18][c:19]([CH:23]([CH3:24])[CH3:25])[cH:20][cH:21][c:22]13)[CH:27]([c:34]1[cH:35][cH:36][cH:37][cH:38][cH:39]1)[c:28]1[cH:29][cH:30][cH:31][cH:32][c:33]1-2. Starting materials: [NH4+].[Cl-] (NH4Cl), C1COC2(CCC(CC2)=O)O1 (1,4-Cyclohexanedione mono-ethylene ketal), FC1=CC=C(C=C1)[Mg]Br (4-Fluorophenylmagnesium bromide), solution. The solvent is C1CCOC1 (THF), C1CCOC1 (THF). Run at temperature -78 celsius, time 20 minute. Product: C1COC2(CCC(CC2)(O)C2=CC=C(C=C2)F)O1 (4-(4-fluoro-phenyl)-4-hydroxy-cyclohexanone ethylene ketal). The yield is 67.0%. Reaction SMILES: [CH2:1]1[O:11][C:4]2([CH2:9][CH2:8][C:7](=[O:10])[CH2:6][CH2:5]2)[O:3][CH2:2]1.[F:12][C:13]1[CH:18]=[CH:17][C:16]([Mg]Br)=[CH:15][CH:14]=1.[NH4+].[Cl-]>C1COCC1>[CH2:2]1[O:3][C:4]2([CH2:5][CH2:6][C:7]([C:16]3[CH:17]=[CH:18][C:13]([F:12])=[CH:14][CH:15]=3)([OH:10])[CH2:8][CH2:9]2)[O:11][CH2:1]1 |f:2.3|. Procedure details: 1,4-Cyclohexanedione mono-ethylene ketal (10.1 g, 64.7 mmol) was dissolved in anhydrous THF (100 mL), and the solution was cooled to −78° C. 4-Fluorophenylmagnesium bromide (78 mL of a 1.0 M solution in THF, 78 mmol) was added slowly over 10 minutes. After 20 minutes, saturated NH4Cl (10 mL) was added and the mixture allowed to warm to room temperature. The mixture was partitioned between CHCl3 and saturated NH4Cl. The organic layer was dried (Na2SO4), filtered through CELITE, and concentrated u...